Dataset: the Open Reaction Database (ORD), a public repository of structured organic reaction records. Task: describe an organic reaction: reactants, conditions, products, and yield Starting materials: [Cl-].[NH4+] (ammonium chloride), O (water), CN(C1(CCC(CC1)C(COC1=CC=CC=C1)OC(C)OCC)C#N)C (1-dimethylamino-4-[1-(1-ethoxy-ethoxy)-2-phenoxyethyl]cyclohexanecarbonitrile), solution, C1(=CC=CC=C1)[Mg]Cl (phenylmagnesium chloride). The solvent is O1CCCC1 (tetrahydrofuran), O1CCCC1 (tetrahydrofuran). Conditions: time 8 hour. Yields the product C(C)OC(C)OC(COC1=CC=CC=C1)C1CCC(CC1)(C1=CC=CC=C1)N(C)C ({4-[1-(1-Ethoxy-ethoxy)-2-phenoxyethyl]-1-phenylcyclohexyl}dimethylamine). As a reaction SMILES: [CH3:1][N:2]([CH3:26])[C:3]1([C:24]#N)[CH2:8][CH2:7][CH:6]([CH:9]([O:18][CH:19]([O:21][CH2:22][CH3:23])[CH3:20])[CH2:10][O:11][C:12]2[CH:17]=[CH:16][CH:15]=[CH:14][CH:13]=2)[CH2:5][CH2:4]1.[C:27]1([Mg]Cl)[CH:32]=[CH:31]C=[CH:29][CH:28]=1.[Cl-].[NH4+].O>O1CCCC1>[CH2:22]([O:21][CH:19]([O:18][CH:9]([CH:6]1[CH2:7][CH2:8][C:3]([N:2]([CH3:26])[CH3:1])([C:24]2[CH:31]=[CH:32][CH:27]=[CH:28][CH:29]=2)[CH2:4][CH2:5]1)[CH2:10][O:11][C:12]1[CH:17]=[CH:16][CH:15]=[CH:14][CH:13]=1)[CH3:20])[CH3:23] |f:2.3|. Procedure details: A solution of 1-dimethylamino-4-[1-(1-ethoxy-ethoxy)-2-phenoxyethyl]cyclohexanecarbonitrile (871 mg, 2.4 mmol) in anhydrous tetrahydrofuran (15 ml) was added dropwise to a 2 M solution of phenylmagnesium chloride in tetrahydrofuran (3.6 ml, 7.3 mmol), while cooling with ice. The mixture was stirred at room temperature overnight and saturated ammonium chloride solution and water (5 ml of each) were then added. The phases were separated and the aqueous phase was extracted with diethyl ether (3×20 ... The reactants are C(C=C)#N (acrylonitrile), C1(=CC=CC=C1)N1C(C=CC1=O)=O (N-phenylmaleimide), C=CC1=CC=CC=C1 (styrene), tert.-dodecylmercaptan, C(CCCCCCCCCCC)OS(=O)(=O)[O-].[Na+] (sodium laurylsulfate), S(=O)(=O)([O-])OOS(=O)(=O)[O-].[K+].[K+] (potassium persulfate). The solvent is O (water). Reaction conditions: temperature 65 celsius. Yields the product C(C=C)#N.C1(=CC=CC=C1)N1C(C=CC1=O)=O.C=CC1=CC=CC=C1 (acrylo-nitrile N-phenylmaleimide styrene). RXN SMILES: S(OOS([O-])(=O)=O)([O-])(=O)=O.[K+].[K+].[C:13](#[N:16])[CH:14]=[CH2:15].[C:17]1([N:23]2[C:27](=[O:28])[CH:26]=[CH:25][C:24]2=[O:29])[CH:22]=[CH:21][CH:20]=[CH:19][CH:18]=1.[CH2:30]=[CH:31][C:32]1[CH:37]=[CH:36][CH:35]=[CH:34][CH:33]=1.C(OS([O-])(=O)=O)CCCCCCCCCCC.[Na+]>O>[C:13](#[N:16])[CH:14]=[CH2:15].[C:17]1([N:23]2[C:27](=[O:28])[CH:26]=[CH:25][C:24]2=[O:29])[CH:18]=[CH:19][CH:20]=[CH:21][CH:22]=1.[CH2:30]=[CH:31][C:32]1[CH:37]=[CH:36][CH:35]=[CH:34][CH:33]=1 |f:0.1.2,6.7,9.10.11|. Reported procedure: In a reactor which had been replaced with nitrogen, pure water (120 parts) and potassium persulfate (0.3 part) were charged and heated to 65° C. while stirring. Then, a mixed monomer solution of acrylonitrile (25 parts), N-phenylmaleimide (25 parts), styrene (50 parts) and tert.-dodecylmercaptan (0.3 part) and an aqueous solution of emulsifier (30 parts) containing sodium laurylsulfate (2 parts) were continuously added over 4 hours each. Then, the polymerization system was heated to 70° C. and a...